Dataset: the Open Reaction Database (ORD), a public repository of structured organic reaction records. Task: describe an organic reaction: reactants, conditions, products, and yield The reactants are [OH-].[Na+] (NaOH), OC1CNCCC1 (3-hydroxypiperidine), O (water), ClC(=O)OCC1=CC=CC=C1 (benzyl chloroformate). Solvent: C(C)(=O)OCC (Ethyl acetate). The product is OC1CN(CCC1)C(=O)OCC1=CC=CC=C1 (3-Hydroxy-1-Piperidinecarboxylic Acid, Phenylmethyl Ester). RXN SMILES: [OH:1][CH:2]1[CH2:7][CH2:6][CH2:5][NH:4][CH2:3]1.O.Cl[C:10]([O:12][CH2:13][C:14]1[CH:19]=[CH:18][CH:17]=[CH:16][CH:15]=1)=[O:11].[OH-].[Na+]>C(OCC)(=O)C>[OH:1][CH:2]1[CH2:7][CH2:6][CH2:5][N:4]([C:10]([O:12][CH2:13][C:14]2[CH:19]=[CH:18][CH:17]=[CH:16][CH:15]=2)=[O:11])[CH2:3]1 |f:3.4|. Procedure details: To a 1-liter 3-necked round bottom flask, equipped with mechanical stirrer and two addition funnels, is added 30 g (0.2966 mole) of 3-hydroxypiperidine and 300 ml of water. The resulting solution is stirred and is cooled to ~0° C. with ice-salt bath. At this point the benzyl chloroformate (51 ml, 0.356 mole) is added dropwise from one funnel and the 2N NaOH (178 ml) from the other funnel (at a slightly faster rate) during which time the temp. is maintained at ~0° C. After addition is complete, t... The reactants are ClC=1C=CC2=C(C=3SC(=CC3CCO2)C=2N(N=CN2)C2=C(C=C(C=C2)F)F)N1 (9-Chloro-2-[2-(2,4-difluoro-phenyl)-2H-[1,2,4]triazol-3-yl]-4,5-dihydro-6-oxa-1-thia-10-aza-benzo[e]azulene), CN1CCN(CC1)CCN (2-(4-methylpiperazin-1-yl)ethanamine), CC(C)C1=CC(=C(C(=C1)C(C)C)C2=C(C=CC=C2)P(C3CCCCC3)C4CCCCC4)C(C)C (X-phos), CC(C)([O-])C (tert-butoxide). Reagents/catalysts: CC(=O)[O-].CC(=O)[O-].[Pd+2] (Pd(OAc)2). Solvent: O1CCOCC1 (dioxane). Conditions: temperature 120 celsius, time 5 minute. Product: FC1=C(C=CC(=C1)F)N1N=CN=C1C1=CC=2CCOC3=C(C2S1)N=C(C=C3)NCCN3CCN(CC3)C ({2-[2-(2,4-Difluoro-phenyl)-2H-[1,2,4]triazol-3-yl]-4,5-dihydro-6-oxa-1-thia-10-aza-benzo[e]azulen-9-yl}-[2-(4-methyl-piperazin-1-yl)-ethyl]-amine). The yield is 47.7%. RXN SMILES: Cl[C:2]1[CH:3]=[CH:4][C:5]2[O:14][CH2:13][CH2:12][C:11]3[CH:10]=[C:9]([C:15]4[N:16]([C:20]5[CH:25]=[CH:24][C:23]([F:26])=[CH:22][C:21]=5[F:27])[N:17]=[CH:18][N:19]=4)[S:8][C:7]=3[C:6]=2[N:28]=1.[CH3:29][N:30]1[CH2:35][CH2:34][N:33]([CH2:36][CH2:37][NH2:38])[CH2:32][CH2:31]1.CC(C1C=C(C(C)C)C(C2C=CC=CC=2P(C2CCCCC2)C2CCCCC2)=C(C(C)C)C=1)C.CC(C)([O-])C>O1CCOCC1.CC([O-])=O.CC([O-])=O.[Pd+2]>[F:27][C:21]1[CH:22]=[C:23]([F:26])[CH:24]=[CH:25][C:20]=1[N:16]1[C:15]([C:9]2[S:8][C:7]3[C:6]4[N:28]=[C:2]([NH:38][CH2:37][CH2:36][N:33]5[CH2:34][CH2:35][N:30]([CH3:29])[CH2:31][CH2:32]5)[CH:3]=[CH:4][C:5]=4[O:14][CH2:13][CH2:12][C:11]=3[CH:10]=2)=[N:19][CH:18]=[N:17]1 |f:5.6.7|. Reported procedure: A mixture of 9-Chloro-2-[2-(2,4-difluoro-phenyl)-2H-[1,2,4]triazol-3-yl]-4,5-dihydro-6-oxa-1-thia-10-aza-benzo[e]azulene (300 mg, 0.72 mmol), Pd(OAc)2 (20 mg, 0.1 mmol), 2-(4-methylpiperazin-1-yl)ethanamine (121 mg, 0.936 mmol), X-phos (70 mg, 0.144 mmol), tert-butoxide (140 mg, 1.44 mmol) in dioxane (2 mL) was bubbled N2 for 10 min and then stirred at 120° C. for 5 min under the irradiation of microwave. The mixture was filtered over ceilite. The filtrate was concentrated to dryness and purifie... Starting materials: B(Br)(Br)Br (BBr3), B(Br)(Br)Br (BBr3), resultant solution, COC1=C(C=C(C=C1)OC)C=1C2=CC=C(N2)C(=C2C=CC(C=C3C=CC(=C(C=4C=CC1N4)CCCCCCC)N3)=N2)CCCCCCC (5-(2,5-dimethoxyphenyl)-10,20-bis(heptyl)porphyrin), resultant mixture, C([O-])(O)=O.[Na+] (sodium bicarbonate). Solvent: C(Cl)(Cl)Cl (chloroform), C(Cl)(Cl)Cl (chloroform). Reaction conditions: time 3 hour. Product: OC1=C(C=C(C=C1)O)C=1C2=CC=C(N2)C(=C2C=CC(C=C3C=CC(=C(C=4C=CC1N4)CCCCCCC)N3)=N2)CCCCCCC (5-(2,5-dihydoxyphenyl)-10,20-bis(heptyl)porphyrin). Isolated yield 87.2%. Reaction SMILES: C[O:2][C:3]1[CH:8]=[CH:7][C:6]([O:9]C)=[CH:5][C:4]=1[C:11]1[C:12]2[NH:16][C:15]([C:17]([CH2:42][CH2:43][CH2:44][CH2:45][CH2:46][CH2:47][CH3:48])=[C:18]3[N:41]=[C:21]([CH:22]=[C:23]4[NH:40][C:26](=[C:27]([CH2:33][CH2:34][CH2:35][CH2:36][CH2:37][CH2:38][CH3:39])[C:28]5[CH:29]=[CH:30][C:31]=1[N:32]=5)[CH:25]=[CH:24]4)[CH:20]=[CH:19]3)=[CH:14][CH:13]=2.B(Br)(Br)Br.C(=O)(O)[O-].[Na+]>C(Cl)(Cl)Cl>[OH:2][C:3]1[CH:8]=[CH:7][C:6]([OH:9])=[CH:5][C:4]=1[C:11]1[C:12]2[NH:16][C:15]([C:17]([CH2:42][CH2:43][CH2:44][CH2:45][CH2:46][CH2:47][CH3:48])=[C:18]3[N:41]=[C:21]([CH:22]=[C:23]4[NH:40][C:26](=[C:27]([CH2:33][CH2:34][CH2:35][CH2:36][CH2:37][CH2:38][CH3:39])[C:28]5[CH:29]=[CH:30][C:31]=1[N:32]=5)[CH:25]=[CH:24]4)[CH:20]=[CH:19]3)=[CH:14][CH:13]=2 |f:2.3|. Reported procedure: A starting compound (7)(20.5 mg, 31.9 μmol) was dissolved in 2 mL of chloroform. BBr3 (0.2 mL) was added by using a syringe under a nitrogen atmosphere. After stirred for 3 hours at room temperature, the resultant mixture was diluted by adding chloroform little by little to decompose excessive BBr3. The resultant solution was neutralized with an aqueous solution of sodium bicarbonate and then washed with water. After the solvent was removed, the resultant mixture was dried. As a result, the comp...